The task is: describe an organic reaction: reactants, conditions, products, and yield. This data is from the Open Reaction Database (ORD), a public repository of structured organic reaction records. Starting materials: BrC=1C=C(C=CC1)O (m-bromophenol), C(C=C)Br (allyl bromide), C([O-])([O-])=O.[K+].[K+] (potassium carbonate), O=O (oxygen), 5-substituted 3-chromanone, BrC=1C=C(C=CC1)O (m-bromophenol). Procedure: The compounds of this invention in which X is oxygen are available as in the foregoing, but using a 5-substituted 3-chromanone. This molecule can be produced by a sequence of reactions beginning with m-bromophenol. Briefly, m-bromophenol is treated with allyl bromide in the presence of potassium carbonate to produce allyl 3-bromophenyl ether. The ether is converted to 2-allyl-3-bromophenol upon heating it in the presence of N,N-dimethylaniline. The phenol, upon reaction with ethyl chloroacetate,... Yields the product BrC=1C=C(C=CC1)OCC=C (allyl 3-bromophenyl ether). RXN SMILES: O=O.[Br:3][C:4]1[CH:5]=[C:6]([OH:10])[CH:7]=[CH:8][CH:9]=1.[CH2:11](Br)[CH:12]=[CH2:13].C(=O)([O-])[O-].[K+].[K+]>>[Br:3][C:4]1[CH:5]=[C:6]([O:10][CH2:13][CH:12]=[CH2:11])[CH:7]=[CH:8][CH:9]=1 |f:3.4.5|.